This data is from the Open Reaction Database (ORD), a public repository of structured organic reaction records. The task is: describe an organic reaction: reactants, conditions, products, and yield Reactants: [Al+3], CCOC(=O)N1CCC23CCC4(CC2C1Cc1ccc(OC)cc13)OCCO4, CCOCC, [H-], [H-], [H-], [H-], [Li+], [Na+], [OH-], O. The product is COc1ccc2c(c1)C13CCN(C)C(C2)C1CC1(CC3)OCCO1. As a reaction SMILES: [Al+3:2].[CH2:7]1[O:8][C:9]2([CH2:10][CH2:11][C:12]34[c:13]5[cH:14][c:15]([O:31][CH3:32])[cH:16][cH:17][c:18]5[CH2:19][CH:20]([CH:21]3[CH2:22]2)[N:23]([C:26]([O:27][CH2:28][CH3:29])=[O:30])[CH2:24][CH2:25]4)[O:33][CH2:34]1.[CH3:38][CH2:39][O:40][CH2:41][CH3:42].[H-:1].[H-:4].[H-:5].[H-:6].[Li+:3].[Na+:37].[OH-:36].[OH2:35]>>[CH2:7]1[O:8][C:9]2([CH2:10][CH2:11][C:12]34[c:13]5[cH:14][c:15]([O:31][CH3:32])[cH:16][cH:17][c:18]5[CH2:19][CH:20]([CH:21]3[CH2:22]2)[N:23]([CH3:26])[CH2:24][CH2:25]4)[O:33][CH2:34]1. The reactants are CC1=CC=C(C=C1)S(=O)(=O)OC[C@@H]1C[C@@H](CC1)NC(=O)OC(C)(C)C (((1S,3R)-3-(tert-butoxycarbonylamino)cyclopentyl)methyl 4-methylbenzenesulfonate), C(C)N1CCNCC1 (1-ethyl piperazine). Run in C(Cl)Cl (DCM). Conditions: temperature 0 celsius. The product is C(C)N1CCN(CC1)C[C@@H]1C[C@@H](CC1)NC(OC(C)(C)C)=O (tert-butyl (1R,3S)-3-((4-ethylpiperazin-1-yl)methyl)cyclopentylcarbamate). Yield: 71.2%. As a reaction SMILES: CC1C=CC(S(O[CH2:12][C@H:13]2[CH2:17][CH2:16][C@@H:15]([NH:18][C:19]([O:21][C:22]([CH3:25])([CH3:24])[CH3:23])=[O:20])[CH2:14]2)(=O)=O)=CC=1.[CH2:26]([N:28]1[CH2:33][CH2:32][NH:31][CH2:30][CH2:29]1)[CH3:27]>C(Cl)Cl>[CH2:26]([N:28]1[CH2:33][CH2:32][N:31]([CH2:12][C@H:13]2[CH2:17][CH2:16][C@@H:15]([NH:18][C:19](=[O:20])[O:21][C:22]([CH3:23])([CH3:24])[CH3:25])[CH2:14]2)[CH2:30][CH2:29]1)[CH3:27]. Procedure details: To a stirred solution of ((1S,3R)-3-(tert-butoxycarbonylamino)cyclopentyl)methyl 4-methylbenzenesulfonate (Intermediate 18-step 2, about 0.5 g) in DCM (50 ml) potassium carbonate (about 0.3 g) was added at room temperature and cooled to about 0° C. After ten minutes, 1-ethyl piperazine (0.23 g) was added and stirred the reaction at room temperature for about 6 hours then completion of the reaction monitored by TLC. The reaction mixture was neutralized and extracted with DCM, the organic layer wa... Starting materials: N(=NC(=O)OCC)C(=O)OCC (diethyl azodicarboxylate), C(=O)(OC(C)(C)C)N[C@@H]1CC[C@H](CC1)O (trans-4-(N-BOC-amino)-cyclohexanol), ON1C(C=2C(C1=O)=CC=CC2)=O (N-hydroxyphthalimide), C1(=CC=CC=C1)P(C1=CC=CC=C1)C1=CC=CC=C1 (triphenylphosphine). Run in O1CCCC1 (tetrahydrofuran). Run at time 15 hour. The product is C(=O)(OC(C)(C)C)N[C@H]1CC[C@H](CC1)ON1C(C2=CC=CC=C2C1=O)=O (2-[cis-4-(N-BOC-amino)-cyclohexyloxyl]-1H-isoindole-1,3(2H)-dione). As a reaction SMILES: N(C(OCC)=O)=NC(OCC)=O.[C:13]([NH:20][C@H:21]1[CH2:26][CH2:25][C@H:24]([OH:27])[CH2:23][CH2:22]1)([O:15][C:16]([CH3:19])([CH3:18])[CH3:17])=[O:14].O[N:29]1[C:33](=[O:34])[C:32]2=[CH:35][CH:36]=[CH:37][CH:38]=[C:31]2[C:30]1=[O:39].C1(P(C2C=CC=CC=2)C2C=CC=CC=2)C=CC=CC=1>O1CCCC1>[C:13]([NH:20][C@@H:21]1[CH2:22][CH2:23][C@H:24]([O:27][N:29]2[C:33](=[O:34])[C:32]3[C:31](=[CH:38][CH:37]=[CH:36][CH:35]=3)[C:30]2=[O:39])[CH2:25][CH2:26]1)([O:15][C:16]([CH3:19])([CH3:18])[CH3:17])=[O:14]. Procedure details: 4.1 ml (0.0244 mol) of diethyl azodicarboxylate (93%) are added dropwise to a mixture of 5 g (0.0232 mol) of trans-4-(N-BOC-amino)-cyclohexanol (cf. Example 1c), 3.8 g (0.0232 mol) of N-hydroxyphthalimide, 6.1 g (0.0232 mol) of triphenylphosphine and 100 ml of tetrahydrofuran at 20°-30° C. The reaction mixture is further stirred at room temperature for 15 hours and then evaporated in vacuo. To separate off the diethyl 1,2-hydrazinc dicarboxylate and triphenylphosphine oxide, the oily residue is ... Starting materials: Cl.Cl.N[C@@H]1CN(CC1)C(CC1(CCCCC1)O)C1=CC=CC2=CC=CC=C12 (1-[2-[(3S)-3-aminopyrrolidin-1-yl]-(1-naphthyl)ethyl]cyclohexanol dihydrochloride), OC1(CCCCC1)C(C(=O)N1C[C@H](CC1)NC(OC(C)(C)C)=O)C1=CC=CC2=CC=CC=C12 (tert-butyl {(3S)-1-[(1-hydroxycyclohexyl)(1-naphthyl)acetyl]pyrrolidin-3-yl}carbamate). Product: Cl.Cl.N[C@@H]1CN(CC1)CC(C1=CC=CC2=CC=CC=C12)C1(CCCCC1)O (1-[2-[(3S)-3-aminopyrrolidin-1-yl]-1-(1-naphthyl)ethyl]cyclohexanol dihydrochloride). Reaction SMILES: [ClH:1].Cl.N[C@H]1CCN(C(C2C3C(=CC=CC=3)C=CC=2)CC2(O)CCCCC2)C1.[OH:28][C:29]1([CH:35]([C:51]2[C:60]3[C:55](=[CH:56][CH:57]=[CH:58][CH:59]=3)[CH:54]=[CH:53][CH:52]=2)[C:36]([N:38]2[CH2:42][CH2:41][C@H:40]([NH:43]C(=O)OC(C)(C)C)[CH2:39]2)=O)[CH2:34][CH2:33][CH2:32][CH2:31][CH2:30]1>>[ClH:1].[ClH:1].[NH2:43][C@H:40]1[CH2:41][CH2:42][N:38]([CH2:36][CH:35]([C:29]2([OH:28])[CH2:34][CH2:33][CH2:32][CH2:31][CH2:30]2)[C:51]2[C:60]3[C:55](=[CH:56][CH:57]=[CH:58][CH:59]=3)[CH:54]=[CH:53][CH:52]=2)[CH2:39]1 |f:0.1.2,4.5.6|. Procedure details: In an analogous manner to Example 1, step 2, 1-[2-[(3S)-3-aminopyrrolidin-1-yl]-(1-naphthyl)ethyl]cyclohexanol dihydrochloride was prepared from tert-butyl {(3S)-1-[(1-hydroxycyclohexyl)(1-naphthyl)acetyl]pyrrolidin-3-yl}carbamate MS (ESI) m/z 339; HRMS: calcd for C22H30N2O+H, 339.24364; found (ESI, [M+H]+), 339.2421. The reactants are Brc1cccc(I)c1, COC(=O)c1ccc(B(O)O)cc1, CCOC(C)=O, C1COCCO1. Yields the product COC(=O)c1ccc(-c2cccc(Br)c2)cc1. Reaction SMILES: [Br:14][c:15]1[cH:16][c:17]([I:21])[cH:18][cH:19][cH:20]1.[CH3:1][O:2][C:3](=[O:4])[c:5]1[cH:6][cH:7][c:8]([B:11]([OH:12])[OH:13])[cH:9][cH:10]1.[CH3:22][CH2:23][O:24][C:25](=[O:26])[CH3:27].[O:28]1[CH2:29][CH2:30][O:31][CH2:32][CH2:33]1>>[CH3:1][O:2][C:3](=[O:4])[c:5]1[cH:6][cH:7][c:8](-[c:17]2[cH:16][c:15]([Br:14])[cH:20][cH:19][cH:18]2)[cH:9][cH:10]1. As a reaction SMILES: [Br:1][c:2]1[cH:3][cH:4][c:5]([CH:8]2[CH2:9][CH:10]([N:12]3[CH:13]([CH3:17])[CH2:14][CH2:15][CH2:16]3)[CH2:11]2)[cH:6][cH:7]1.[C:18](#[N:19])[c:20]1[cH:21][cH:22][c:23]([B:26]([OH:27])[OH:28])[cH:24][cH:25]1.[C:29](=[O:30])([O-:31])[O-:32].[CH:35]([OH:36])([CH3:37])[CH3:38].[K+:33].[K+:34].[Pd:39]([Cl:40])[Cl:41].[c:42]1([P:43]([c:44]2[cH:45][cH:46][cH:47][cH:48][cH:49]2)[c:50]2[cH:51][cH:52][cH:53][cH:54][cH:55]2)[cH:56][cH:57][cH:58][cH:59][cH:60]1.[c:61]1([P:62]([c:63]2[cH:64][cH:65][cH:66][cH:67][cH:68]2)[c:69]2[cH:70][cH:71][cH:72][cH:73][cH:74]2)[cH:75][cH:76][cH:77][cH:78][cH:79]1>>[c:2]1(-[c:23]2[cH:22][cH:21][c:20]([C:18]#[N:19])[cH:25][cH:24]2)[cH:3][cH:4][c:5]([CH:8]2[CH2:9][CH:10]([N:12]3[CH:13]([CH3:17])[CH2:14][CH2:15][CH2:16]3)[CH2:11]2)[cH:6][cH:7]1. The product is CC1CCCN1C1CC(c2ccc(-c3ccc(C#N)cc3)cc2)C1. Starting materials: CC1CCCN1C1CC(c2ccc(Br)cc2)C1, N#Cc1ccc(B(O)O)cc1, O=C([O-])[O-], CC(C)O, [K+], [K+], Cl[Pd]Cl, c1ccc(P(c2ccccc2)c2ccccc2)cc1, c1ccc(P(c2ccccc2)c2ccccc2)cc1. Procedure details: The effluent was equilibrated with 50 millimolar sodium phosphate and 1.2 millimolar NAD+, pH 7.5 at 25° C. to form the binary complex of alcohol dehydrogenase and NAD. The binary complex was then applied to the 4-[3-(N-6-aminocaproyl)aminopropyl]pyrazole dextran resin prepared as described above using 2 ml. resin per g liver and applying the solution at the rate of 10 ml./min. The affinity resin was then washed with the same buffer, 50 millimolar phosphate and 1.2 millimolar NAD pH 7.5. Reactants: P(=O)([O-])([O-])[O-].[Na+].[Na+].[Na+] (sodium phosphate), C1=CC(=C[N+](=C1)[C@H]2[C@@H]([C@@H]([C@H](O2)COP(=O)(O)OP(=O)(O)OC[C@@H]3[C@H]([C@H]([C@@H](O3)N4C=NC5=C4N=CN=C5N)O)O)O)O)C(=O)N (NAD+). RXN SMILES: P([O-])([O-])([O-])=O.[Na+].[Na+].[Na+].[CH:9]1[CH:14]=[N+:13]([C@@H:15]2[O:19][C@H:18]([CH2:20][O:21][P:22]([O:25][P:26]([O:29][CH2:30][C@H:31]3[O:35][C@@H:34]([N:36]4[C:40]5[N:41]=[CH:42][N:43]=[C:44]([NH2:45])[C:39]=5[N:38]=[CH:37]4)[C@H:33]([OH:46])[C@@H:32]3[OH:47])([OH:28])=[O:27])([OH:24])=[O:23])[C@@H:17]([OH:48])[C@H:16]2[OH:49])[CH:12]=[C:11]([C:50]([NH2:52])=[O:51])[CH:10]=1>>[CH:42]1[N:43]=[C:44]([NH2:45])[C:39]2[N:38]=[CH:37][N:36]([C@@H:34]3[O:35][C@H:31]([CH2:30][O:29][P:26]([O:25][P:22]([O:21][CH2:20][C@H:18]4[O:19][C@@H:15]([N:13]5[CH:12]=[C:11]([C:50]([NH2:52])=[O:51])[CH2:10][CH:9]=[CH:14]5)[C@H:16]([OH:49])[C@@H:17]4[OH:48])([OH:24])=[O:23])([OH:28])=[O:27])[C@@H:32]([OH:47])[C@H:33]3[OH:46])[C:40]=2[N:41]=1 |f:0.1.2.3|. The product is alcohol, C=1N=C(C2=C(N1)N(C=N2)[C@H]3[C@@H]([C@@H]([C@H](O3)COP(=O)(O)OP(=O)(O)OC[C@@H]4[C@H]([C@H]([C@@H](O4)N5C=CCC(=C5)C(=O)N)O)O)O)O)N (NAD). The reactants are Cc1c(NC(C(=O)O)C(C)O)ccc(C#N)c1Cl, NNC(=O)c1ccc(F)cc1. Product: Cc1c(NC(C(=O)NNC(=O)c2ccc(F)cc2)C(C)O)ccc(C#N)c1Cl. RXN SMILES: [Cl:12][c:13]1[c:14]([CH3:29])[c:15]([NH:21][CH:22]([C:23](=[O:24])[OH:25])[CH:26]([CH3:27])[OH:28])[cH:16][cH:17][c:18]1[C:19]#[N:20].[F:1][c:2]1[cH:3][cH:4][c:5]([C:6](=[O:7])[NH:8][NH2:9])[cH:10][cH:11]1>>[F:1][c:2]1[cH:3][cH:4][c:5]([C:6](=[O:7])[NH:8][NH:9][C:23]([CH:22]([NH:21][c:15]2[c:14]([CH3:29])[c:13]([Cl:12])[c:18]([C:19]#[N:20])[cH:17][cH:16]2)[CH:26]([CH3:27])[OH:28])=[O:24])[cH:10][cH:11]1. The reactants are CO, O=[N+]([O-])c1ccc(O)nc1NC1CCCCC1, [Pd]. The product is Nc1ccc(O)nc1NC1CCCCC1. As a reaction SMILES: [CH3:18][OH:19].[CH:1]1([NH:7][c:8]2[c:9]([N+:15]([O-:16])=[O:17])[cH:10][cH:11][c:12]([OH:14])[n:13]2)[CH2:2][CH2:3][CH2:4][CH2:5][CH2:6]1.[Pd:20]>>[CH:1]1([NH:7][c:8]2[c:9]([NH2:15])[cH:10][cH:11][c:12]([OH:14])[n:13]2)[CH2:2][CH2:3][CH2:4][CH2:5][CH2:6]1. Starting materials: N1=C(C=CC=C1)C1=NOC(=C1)C1=NC(=NO1)C1=CC=C(C=C1)C (5-(3-(pyridin-2-yl)isoxazol-5-yl)-3-p-tolyl-1,2,4-oxadiazole), BrN1C(CCC1=O)=O (N-bromosuccinimide). Solvent: C(C)#N (acetonitrile). Product: BrC=1C(=NOC1C1=NC(=NO1)C1=CC=C(C=C1)C)C1=NC=CC=C1 (5-(4-bromo-3-(pyridin-2-yl)isoxazol-5-yl)-3-p-tolyl-1,2,4-oxadiazole). Yield: 393.3%. As a reaction SMILES: [N:1]1[CH:6]=[CH:5][CH:4]=[CH:3][C:2]=1[C:7]1[CH:11]=[C:10]([C:12]2[O:16][N:15]=[C:14]([C:17]3[CH:22]=[CH:21][C:20]([CH3:23])=[CH:19][CH:18]=3)[N:13]=2)[O:9][N:8]=1.[Br:24]N1C(=O)CCC1=O>C(#N)C>[Br:24][C:11]1[C:7]([C:2]2[CH:3]=[CH:4][CH:5]=[CH:6][N:1]=2)=[N:8][O:9][C:10]=1[C:12]1[O:16][N:15]=[C:14]([C:17]2[CH:22]=[CH:21][C:20]([CH3:23])=[CH:19][CH:18]=2)[N:13]=1. Reported procedure: A solution of 5-(3-(pyridin-2-yl)isoxazol-5-yl)-3-p-tolyl-1,2,4-oxadiazole (655 mg, 2.15 mmol), N-bromosuccinimide (536 mg, 3.01 mmol), and PdOAc2 (97 mg, 0.430 mmol) in acetonitrile (12 mL) was heated to 120° C. via microwave for 30 minutes. The reaction was repeated three additional times on a similar scale, and the contents of each reaction tube were combined and filtered. The solid was collected, triturated with methanol (10 mL), and collected by vacuum filtration to give 5-(4-bromo-3-(pyrid...